Dataset: the Open Reaction Database (ORD), a public repository of structured organic reaction records. Task: describe an organic reaction: reactants, conditions, products, and yield The reactants are BrC=1C=C(C(=O)O)C=CC1Cl (3-bromo-4-chlorobenzoic acid), C=1C=CC2=C(C1)N=NN2O (HOBT), CCN=C=NCCCN(C)C (EDCI), ClC=1C=C(C=CC1)[C@@H](C)N ((R)-1-(3-chlorophenyl)ethanamine). The solvent is CN(C)C=O (DMF), CCOC(=O)C (EtOAc). Conditions: time 15 minute. Product: BrC=1C=C(C(=O)N[C@H](C)C2=CC(=CC=C2)Cl)C=CC1Cl ((R)-3-bromo-4-chloro-N-(1-(3-chlorophenyl)ethyl)benzamide). The yield is 99.7%. Reaction SMILES: [Br:1][C:2]1[CH:3]=[C:4]([CH:8]=[CH:9][C:10]=1[Cl:11])[C:5]([OH:7])=O.C1C=CC2N(O)N=NC=2C=1.CCN=C=NCCCN(C)C.[Cl:33][C:34]1[CH:35]=[C:36]([C@H:40]([NH2:42])[CH3:41])[CH:37]=[CH:38][CH:39]=1>CN(C=O)C.CCOC(C)=O>[Br:1][C:2]1[CH:3]=[C:4]([CH:8]=[CH:9][C:10]=1[Cl:11])[C:5]([NH:42][C@@H:40]([C:36]1[CH:37]=[CH:38][CH:39]=[C:34]([Cl:33])[CH:35]=1)[CH3:41])=[O:7]. Procedure details: To a solution of 3-bromo-4-chlorobenzoic acid 31 (4.209 g, 17.9 mmol) in DMF (40 mL) at room temperature was added HOBT (3.31 g, 21.6 mmol) and EDCI (4.13 g, 21.5 mmol). The solution was stirred for 15 min and (R)-1-(3-chlorophenyl)ethanamine (2.92 g, 18.8 mmol) was added. The reaction mixture was stirred at room temperature for 14 h and diluted with EtOAc. The aqueous phase was extracted with EtOAc (1×), and the combined organic extracts were washed with water (2×), brine, dried over MgSO4, fil... Starting materials: COC1=CC=C(C=C1)C1CC(CC(C1)=O)=O (5-(4-methoxyphenyl)cyclohexane-1,3-dione), [Br-].C[S+](C=C=C)C (dimethyl-1,2-propadien-1-yl sulfonium bromide), [O-]CC.[Na+] (sodium ethoxide). The solvent is C(C)O (ethanol). Conditions: time 1 hour. The product is COC1=CC=C(C=C1)C1CC2=C(C(=CO2)C)C(C1)=O (6-(4-methoxyphenyl)-3-methyl-4,5,6,7-tetrahydrobenzofuran-4-one). Yield: 12.5%. As a reaction SMILES: [CH3:1][O:2][C:3]1[CH:8]=[CH:7][C:6]([CH:9]2[CH2:14][C:13](=[O:15])[CH2:12][C:11](=[O:16])[CH2:10]2)=[CH:5][CH:4]=1.[Br-].C[S+](C)[CH:20]=[C:21]=[CH2:22].[O-]CC.[Na+]>C(O)C>[CH3:1][O:2][C:3]1[CH:4]=[CH:5][C:6]([CH:9]2[CH2:10][C:11](=[O:16])[C:12]3[C:21]([CH3:22])=[CH:20][O:15][C:13]=3[CH2:14]2)=[CH:7][CH:8]=1 |f:1.2,3.4|. Procedure details: A mixture of 5-(4-methoxyphenyl)cyclohexane-1,3-dione (0.95 g), dimethyl-1,2-propadien-1-yl sulfonium bromide (1.5 g), sodium ethoxide (0.31 g) and ethanol (10 ml) was refluxed for 5 hours. Under reduced pressure, the solvent was evaporated, and the residue was dissolved in ethyl acetate. The solution was washed with water and saturated brine, dried with magnesium sulfate and concentrated under reduced pressure. The residue was dissolved in toluene (20 ml), and to the solution was added p-toluen... Reactants: CC=CCC1C(=O)c2cc(F)ccc2C1(C)C, CO, ClCCl, O=[O+][O-]. Yields the product CC1(C)c2ccc(F)cc2C(=O)C1CC=O. As a reaction SMILES: [CH2:4]([CH:5]=[CH:6][CH3:7])[CH:8]1[C:9](=[O:20])[c:10]2[cH:11][c:12]([F:19])[cH:13][cH:14][c:15]2[C:16]1([CH3:17])[CH3:18].[CH3:24][OH:25].[Cl:21][CH2:22][Cl:23].[O-:1][O+:2]=[O:3]>>[O:1]=[CH:5][CH2:4][CH:8]1[C:9](=[O:20])[c:10]2[cH:11][c:12]([F:19])[cH:13][cH:14][c:15]2[C:16]1([CH3:17])[CH3:18]. The reactants are CCCCCC(=O)c1cc(Br)cc2c1OCC2(C)C, CC[SiH](CC)CC, CCCCCC, CCOC(C)=O, ClCCl, O=C(O)C(F)(F)F. Product: CCCCCCc1cc(Br)cc2c1OCC2(C)C. RXN SMILES: [Br:1][c:2]1[cH:3][c:4]([C:13]([CH2:14][CH2:15][CH2:16][CH2:17][CH3:18])=[O:19])[c:5]2[c:6]([cH:12]1)[C:7]([CH3:10])([CH3:11])[CH2:8][O:9]2.[CH2:27]([SiH:28]([CH2:29][CH3:30])[CH2:31][CH3:32])[CH3:33].[CH3:37][CH2:38][CH2:39][CH2:40][CH2:41][CH3:42].[CH3:43][CH2:44][O:45][C:46](=[O:47])[CH3:48].[Cl:34][CH2:35][Cl:36].[OH:20][C:21]([C:22]([F:23])([F:24])[F:25])=[O:26]>>[Br:1][c:2]1[cH:3][c:4]([CH2:13][CH2:14][CH2:15][CH2:16][CH2:17][CH3:18])[c:5]2[c:6]([cH:12]1)[C:7]([CH3:10])([CH3:11])[CH2:8][O:9]2.